From a dataset of the Open Reaction Database (ORD), a public repository of structured organic reaction records. describe an organic reaction: reactants, conditions, products, and yield Starting materials: C1=C(C=CC2=CC=CC=C12)C(=O)Cl (Naphthalene-2-carbonyl chloride), N (Ammonia). Solvent: C1CCOC1 (THF), C(C)(=O)OCC (ethyl acetate). Run at temperature 0 celsius, time 4 hour. Product: C1=C(C=CC2=CC=CC=C12)C(=O)N (Naphthalene-2-carboxylic acid amide). As a reaction SMILES: [CH:1]1[C:10]2[C:5](=[CH:6][CH:7]=[CH:8][CH:9]=2)[CH:4]=[CH:3][C:2]=1[C:11](Cl)=[O:12].[NH3:14]>C1COCC1.C(OCC)(=O)C>[CH:1]1[C:10]2[C:5](=[CH:6][CH:7]=[CH:8][CH:9]=2)[CH:4]=[CH:3][C:2]=1[C:11]([NH2:14])=[O:12]. Procedure: A solution of Naphthalene-2-carbonyl chloride obtained from Step A was dissolved in THF (30 mL) and this was cooled down to 0° C. Ammonia gas was passed for approximately 1.5 hrs through the solution and the reaction was stirred at room temperature under a closed system for 4 hrs. A white solid precipitate was observed in the reaction mixture. The reaction mixture was dissolved in ethyl acetate and washed using water followed by brine solution. The organic layer was separated and dried over sodi...